This data is from the Open Reaction Database (ORD), a public repository of structured organic reaction records. The task is: describe an organic reaction: reactants, conditions, products, and yield Starting materials: FC(C(C(C(F)(F)F)(F)F)(F)F)(S(=O)(=O)F)F (perfluorobutanesulfonyl fluoride), FC(OC(C(F)(F)F)(OC(C(F)(F)F)(OC(COC(=C)CCCCC(C)O)(F)F)F)F)(F)F (2-(2-(trifluoromethoxy(tetrafluoroethoxy)tetrafluoroethoxy)-2,2-difluoroethoxy)-7-hydroxyoct-1-ene), N12CCCCCC2=NCCC1 (1,8-Diazabicyclo[5.4.0]undec-7-ene). The solvent is C1(=CC=CC=C1)C (toluene). Reaction conditions: temperature -15 celsius. Yields the product FC(OC(C(F)(F)F)(OC(C(F)(F)F)(OC(COC(=C)CCCCC(C)F)(F)F)F)F)(F)F (2-(2-(trifluoromethoxy(tetrafluoroethoxy)tetrafluoroethoxy)-2,2-difluoroethoxy)-7-fluorooct-1-ene). Reaction SMILES: [F:1][C:2]([F:33])([F:32])[O:3][C:4]([F:31])([O:9][C:10]([F:30])([O:15][C:16]([F:29])([F:28])[CH2:17][O:18][C:19](CCCCC(O)C)=[CH2:20])[C:11]([F:14])([F:13])[F:12])[C:5]([F:8])([F:7])[F:6].[F:34]C(F)(S(F)(=O)=O)C(F)(F)C(F)(F)C(F)(F)F.N12CCCN=[C:57]1[CH2:56][CH2:55][CH2:54][CH2:53][CH2:52]2>C1(C)C=CC=CC=1>[F:1][C:2]([F:33])([F:32])[O:3][C:4]([F:31])([O:9][C:10]([F:30])([O:15][C:16]([F:29])([F:28])[CH2:17][O:18][C:19]([CH2:52][CH2:53][CH2:54][CH2:55][CH:56]([F:34])[CH3:57])=[CH2:20])[C:11]([F:14])([F:13])[F:12])[C:5]([F:8])([F:7])[F:6]. Procedure details: Under a nitrogen atmosphere, (R)-8-(2-(2-(2-(trifluoromethoxy(tetrafluoroethoxy)tetrafluoroethoxy)-2,2-difluoroethoxy)-7-hydroxyoct-1-ene (60 g, 0.103 mol) and dry toluene (120 mL) were added to an oven-dried flask with stirring. The resulting solution was cooled to -15° C., perfluorobutanesulfonyl fluoride (58.9 g, 0.185 mol) was added, and the resulting reaction mixture was stirred for 5 minutes. 1,8-Diazabicyclo[5.4.0]undec-7-ene (28.7 g, 0.189 mol) was then added at a rate so as not to excee...